Dataset: the Open Reaction Database (ORD), a public repository of structured organic reaction records. Task: describe an organic reaction: reactants, conditions, products, and yield Reagents/catalysts: CN(C)C=1C=CN=CC1 (DMAP). Run at time 8 hour. The reactants are Cl.C(C)N=C=NCCCN(C)C (1-ethyl-3-(3-dimethylaminopropyl)carbodiimide hydrochloride), FC1=C(CN)C=CC(=C1)F (2,4-difluorbenzylamine), C(CCCCCC)(=O)O (heptanoic acid). Procedure: To a solution of 2,4-difluorbenzylamine (0.43 g, 3.0 mmol) in methylene chloride (30 mL) were added heptanoic acid (0.39 g, 3.0 mmol) and DMAP (0.37 g, 3.0 mmol) followed by 1-ethyl-3-(3-dimethylaminopropyl)carbodiimide hydrochloride (0.58 g, 3.0 mmol) and the reaction mixture was stirred at room temperature overnight. The mixture was diluted with methylene chloride (100 mL), and the organic phase was washed with 5% HCl (3×75 mL), aqueous NaHCO3 (75 mL) and brine (75 mL), and dried over Na2SO4. ... RXN SMILES: [F:1][C:2]1[CH:9]=[C:8]([F:10])[CH:7]=[CH:6][C:3]=1[CH2:4][NH2:5].[C:11](O)(=[O:18])[CH2:12][CH2:13][CH2:14][CH2:15][CH2:16][CH3:17].Cl.C(N=C=NCCCN(C)C)C>C(Cl)Cl.CN(C1C=CN=CC=1)C>[F:1][C:2]1[CH:9]=[C:8]([F:10])[CH:7]=[CH:6][C:3]=1[CH2:4][NH:5][C:11](=[O:18])[CH2:12][CH2:13][CH2:14][CH2:15][CH2:16][CH3:17] |f:2.3|. Isolated yield 82.3%. Run in C(Cl)Cl (methylene chloride), C(Cl)Cl (methylene chloride). The product is FC1=C(CNC(CCCCCC)=O)C=CC(=C1)F (N-(2,4-Difluorobenzyl)heptanamide).